Dataset: the Open Reaction Database (ORD), a public repository of structured organic reaction records. Task: describe an organic reaction: reactants, conditions, products, and yield Reactants: C1(=CC=CC=C1)N1N=C2C=CC=CC2=C1N (2-phenyl-2H-indazol-3-amine), C(C1=CC=CC=C1)=O (benzaldehyde), C(C)(=O)O (acetic acid), C(C)(=O)O[BH-](OC(C)=O)OC(C)=O.[Na+] (sodium triacetoxyborohydride). The solvent is C(Cl)Cl (CH2Cl2). Product: C1(=CC=CC=C1)N1N=C2C=CC=CC2=C1N=CC1=CC=CC=C1 ((2-Phenyl-2H-indazol-3-yl)-[1-phenyl-methylidene]-amine). Yield: 107.1%. As a reaction SMILES: [C:1]1([N:7]2[C:15]([NH2:16])=[C:14]3[C:9]([CH:10]=[CH:11][CH:12]=[CH:13]3)=[N:8]2)[CH:6]=[CH:5][CH:4]=[CH:3][CH:2]=1.[CH:17](=O)[C:18]1[CH:23]=[CH:22][CH:21]=[CH:20][CH:19]=1.C(O)(=O)C.C(O[BH-](OC(=O)C)OC(=O)C)(=O)C.[Na+]>C(Cl)Cl>[C:1]1([N:7]2[C:15]([N:16]=[CH:17][C:18]3[CH:23]=[CH:22][CH:21]=[CH:20][CH:19]=3)=[C:14]3[C:9]([CH:10]=[CH:11][CH:12]=[CH:13]3)=[N:8]2)[CH:2]=[CH:3][CH:4]=[CH:5][CH:6]=1 |f:3.4|. Reported procedure: To a solution of 2-phenyl-2H-indazol-3-amine (300 mg, 1.4 mmol; Shirtcliff, Laura D.; Rivers, Jazmin; Haley, Michael M, Journal of Organic Chemistry (2006), 71(17), 6619-6622) in CH2Cl2 (16 ml) was added benzaldehyde (730 μl, 7.2 mmol; [100-52-7]), acetic acid (220 ul, 4.3 mmol) and sodium triacetoxyborohydride (912 mg, 4.3 mmol) at ambient temperature under an argon atmosphere. The reaction mixture was heated under reflux conditions for 64 h, poured onto ice water/aqueous NaHCO3 solution 1/1 an... Starting materials: CCNC(=O)c1ccc(CN(CCc2csc(SC(C)(C)C(=O)OC(C)(C)C)n2)c2ncc(CC)cn2)cc1, ClCCl, O=C(O)C(F)(F)F. The product is CCNC(=O)c1ccc(CN(CCc2csc(SC(C)(C)C(=O)O)n2)c2ncc(CC)cn2)cc1. As a reaction SMILES: [C:1]([CH3:2])([CH3:3])([CH3:4])[O:5][C:6]([C:7]([CH3:8])([CH3:9])[S:10][c:11]1[s:12][cH:13][c:14]([CH2:16][CH2:17][N:18]([c:19]2[n:20][cH:21][c:22]([CH2:25][CH3:26])[cH:23][n:24]2)[CH2:27][c:28]2[cH:29][cH:30][c:31]([C:34](=[O:35])[NH:36][CH2:37][CH3:38])[cH:32][cH:33]2)[n:15]1)=[O:39].[Cl:47][CH2:48][Cl:49].[OH:40][C:41]([C:42]([F:43])([F:44])[F:45])=[O:46]>>[O:5]=[C:6]([C:7]([CH3:8])([CH3:9])[S:10][c:11]1[s:12][cH:13][c:14]([CH2:16][CH2:17][N:18]([c:19]2[n:20][cH:21][c:22]([CH2:25][CH3:26])[cH:23][n:24]2)[CH2:27][c:28]2[cH:29][cH:30][c:31]([C:34](=[O:35])[NH:36][CH2:37][CH3:38])[cH:32][cH:33]2)[n:15]1)[OH:39]. Starting materials: C(C1=CC=CC=C1)OC(=O)NC1=CC=C(CN2C3=C(N[C@H]4[C@@H](C2=O)CCC4)C=CC=C3)C=C1 ((3aR*,10aS*)-9-[4-(benzyloxycarbonylamino)benzyl]-2,3,3a,4,9,10a-hexahydrobenzo[b]cyclopenta[e][1,4]diazepin-10(1H)-one), BrCC(=O)Br (bromoacetyl bromide), C(O)([O-])=O.[Na+] (sodium hydrogen carbonate). The solvent is O (water), ClCCl (dichloromethane). Run at time 15 minute. The product is C(C1=CC=CC=C1)OC(=O)NC1=CC=C(CN2C3=C(N([C@H]4[C@@H](C2=O)CCC4)C(CBr)=O)C=CC=C3)C=C1 ((3aR*,10aS*)-9-[4-(Benzyloxycarbonylamino)benzyl]-4-(bromoacetyl)-2,3,3a,4,9,10a-hexahydrobenzo[b]cyclopenta[e][1,4]diazepin-10(1H)-one). Isolated yield 65.9%. Reaction SMILES: [CH2:1]([O:8][C:9]([NH:11][C:12]1[CH:33]=[CH:32][C:15]([CH2:16][N:17]2[C:23](=[O:24])[C@H:22]3[CH2:25][CH2:26][CH2:27][C@H:21]3[NH:20][C:19]3[CH:28]=[CH:29][CH:30]=[CH:31][C:18]2=3)=[CH:14][CH:13]=1)=[O:10])[C:2]1[CH:7]=[CH:6][CH:5]=[CH:4][CH:3]=1.[Br:34][CH2:35][C:36](Br)=[O:37].C(=O)([O-])O.[Na+]>ClCCl.O>[CH2:1]([O:8][C:9]([NH:11][C:12]1[CH:33]=[CH:32][C:15]([CH2:16][N:17]2[C:23](=[O:24])[C@H:22]3[CH2:25][CH2:26][CH2:27][C@H:21]3[N:20]([C:36](=[O:37])[CH2:35][Br:34])[C:19]3[CH:28]=[CH:29][CH:30]=[CH:31][C:18]2=3)=[CH:14][CH:13]=1)=[O:10])[C:2]1[CH:3]=[CH:4][CH:5]=[CH:6][CH:7]=1 |f:2.3|. Procedure details: To a solution of (3aR*,10aS*)-9-[4-(benzyloxycarbonylamino)benzyl]-2,3,3a,4,9,10a-hexahydrobenzo[b]cyclopenta[e][1,4]diazepin-10(1H)-one (610 mg, 1.4 mmol) in dichloromethane (7 mL) was added bromoacetyl bromide (0.15 mL, 1.7 mmol) dropwise and the mixture was stirred at room temperature for 15 minutes. This reaction mixture was diluted with water (5 mL) with vigorous stirring and neutralized with sodium hydrogen carbonate. The aqueous layer was separated and the organic layer was washed with wa... The reactants are BrC1=NC=CC(=C1)Br (2,4-dibromopyridine), Br[Zn]CCC(=O)OCC (Bromo (3-ethoxy-3-oxopropyl)zinc). Reagents/catalysts: C=1C=CC(=CC1)[P](C=2C=CC=CC2)(C=3C=CC=CC3)[Pd]([P](C=4C=CC=CC4)(C=5C=CC=CC5)C=6C=CC=CC6)([P](C=7C=CC=CC7)(C=8C=CC=CC8)C=9C=CC=CC9)[P](C=1C=CC=CC1)(C=1C=CC=CC1)C=1C=CC=CC1 (Tetrakis(triphenylphosphine)palladium(0)). The solvent is C1CCOC1 (THF). Conditions: temperature 85 celsius. Product: BrC1=CC(=NC=C1)CCC(=O)OCC (ethyl 3-(4-bromopyridin-2-yl)propanoate). As a reaction SMILES: Br[C:2]1[CH:7]=[C:6]([Br:8])[CH:5]=[CH:4][N:3]=1.Br[Zn][CH2:11][CH2:12][C:13]([O:15][CH2:16][CH3:17])=[O:14]>C1COCC1.C1C=CC([P]([Pd]([P](C2C=CC=CC=2)(C2C=CC=CC=2)C2C=CC=CC=2)([P](C2C=CC=CC=2)(C2C=CC=CC=2)C2C=CC=CC=2)[P](C2C=CC=CC=2)(C2C=CC=CC=2)C2C=CC=CC=2)(C2C=CC=CC=2)C2C=CC=CC=2)=CC=1>[Br:8][C:6]1[CH:5]=[CH:4][N:3]=[C:2]([CH2:11][CH2:12][C:13]([O:15][CH2:16][CH3:17])=[O:14])[CH:7]=1 |^1:26,28,47,66|. Procedure: Nitrogen was bubbled through a solution of 2,4-dibromopyridine (0.25 g, 1.06 mmol) in THF (2 ml) for ˜10 minutes. Tetrakis(triphenylphosphine)palladium(0) (0.122 g, 0.106 mmol) was added and the flask sealed with a septa. Bromo (3-ethoxy-3-oxopropyl)zinc (3.17 ml, 1.58 mmol) was added slowly via syringe and the reaction mixture was heated at 85° C. for 16 hours. Upon cooling, the reaction mixture was partitioned between DCM and brine. The organic layer was dried (Na2SO4), concentrated under redu... The reactants are CO, COC(=O)c1cc(-c2ccc(OC)cc2)nn(CC=Cc2ccc(Cl)cc2)c1=O, [Na+], [OH-]. The product is COc1ccc(-c2cc(C(=O)O)c(=O)n(CC=Cc3ccc(Cl)cc3)n2)cc1. RXN SMILES: [CH3:32][OH:33].[Cl:1][c:2]1[cH:3][cH:4][c:5]([CH:6]=[CH:7][CH2:8][n:9]2[n:10][c:11](-[c:20]3[cH:21][cH:22][c:23]([O:26][CH3:27])[cH:24][cH:25]3)[cH:12][c:13]([C:16](=[O:17])[O:18][CH3:19])[c:14]2=[O:15])[cH:28][cH:29]1.[Na+:31].[OH-:30]>>[Cl:1][c:2]1[cH:3][cH:4][c:5]([CH:6]=[CH:7][CH2:8][n:9]2[n:10][c:11](-[c:20]3[cH:21][cH:22][c:23]([O:26][CH3:27])[cH:24][cH:25]3)[cH:12][c:13]([C:16](=[O:17])[OH:18])[c:14]2=[O:15])[cH:28][cH:29]1.